Dataset: the Open Reaction Database (ORD), a public repository of structured organic reaction records. Task: describe an organic reaction: reactants, conditions, products, and yield Reactants: C1(CCCC1)CC(=O)NC1=C(C=C(C=C1C)[N+](=O)[O-])C (2-cyclopentyl-N-(2,6-dimethyl-4-nitro-phenyl)-acetamide), C([O-])([O-])=O.[Na+].[Na+] (sodium carbonate). The reagents and catalysts are [Zn] (Zinc). Solvent: O1CCCC1 (tetrahydrofuran), C(C)(=O)O (acetic acid). Reaction conditions: temperature 0 celsius, time 2 hour. The product is NC1=CC(=C(C(=C1)C)NC(CC1CCCC1)=O)C (N-(4-Amino-2,6-dimethyl-phenyl)-2-cyclopentyl-acetamide). Isolated yield 89.0%. RXN SMILES: [CH:1]1([CH2:6][C:7]([NH:9][C:10]2[C:15]([CH3:16])=[CH:14][C:13]([N+:17]([O-])=O)=[CH:12][C:11]=2[CH3:20])=[O:8])[CH2:5][CH2:4][CH2:3][CH2:2]1.C(=O)([O-])[O-].[Na+].[Na+]>O1CCCC1.C(O)(=O)C.[Zn]>[NH2:17][C:13]1[CH:12]=[C:11]([CH3:20])[C:10]([NH:9][C:7](=[O:8])[CH2:6][CH:1]2[CH2:5][CH2:4][CH2:3][CH2:2]2)=[C:15]([CH3:16])[CH:14]=1 |f:1.2.3|. Procedure: Zinc dust (10 g) was added in portions over 10 minutes to 2-cyclopentyl-N-(2,6-dimethyl-4-nitro-phenyl)-acetamide (1.45 g) in tetrahydrofuran (40 mL) and acetic acid (10 mL) cooled to 0° C. The reaction mixture was stirred 2 hours at 25° C., neutralized with solid sodium carbonate and filtered through silica (50 g), which was washed with ethyl acetate (200 mL). The organic phase was concentrated in vacuo to furnish 1.15 g (89% yield) of the title compound as a light orange solid. 1H NMR (500 MHz... The reactants are c1ccc(CN2CC3CC(C2)N(c2cccnc2)C3)cc1, CCO. Yields the product c1cncc(N2CC3CNCC2C3)c1. Reaction SMILES: [CH2:1]([c:2]1[cH:3][cH:4][cH:5][cH:6][cH:7]1)[N:8]1[CH2:9][CH:10]2[CH2:11][N:12]([c:16]3[cH:17][n:18][cH:19][cH:20][cH:21]3)[CH:13]([CH2:14]1)[CH2:15]2.[CH3:22][CH2:23][OH:24]>>[NH:8]1[CH2:9][CH:10]2[CH2:11][N:12]([c:16]3[cH:17][n:18][cH:19][cH:20][cH:21]3)[CH:13]([CH2:14]1)[CH2:15]2. The reactants are ClC=1C=NC=C(C1SC1=C(C=C(S1)C(=O)Cl)[N+](=O)[O-])Cl (5-[(3,5-dichloro-4-pyridyl)sulfanyl]-4-nitro-thiophene-2-carbonyl chloride), FC(C=1C=C(CN)C=CC1)(F)F (3-(trifluoromethyl)benzylamine). The product is ClC=1C=NC=C(C1SC1=C(C=C(S1)C(=O)NCC1=CC(=CC=C1)C(F)(F)F)[N+](=O)[O-])Cl (5-((3,5-dichloropyridin-4-yl)thio)-4-nitro-N-(3-(trifluoromethyl)benzyl)thiophene-2-carboxamide), solid. The yield is 52.0%. RXN SMILES: [Cl:1][C:2]1[CH:3]=[N:4][CH:5]=[C:6]([Cl:20])[C:7]=1[S:8][C:9]1[S:13][C:12]([C:14](Cl)=[O:15])=[CH:11][C:10]=1[N+:17]([O-:19])=[O:18].[F:21][C:22]([F:32])([F:31])[C:23]1[CH:24]=[C:25]([CH:28]=[CH:29][CH:30]=1)[CH2:26][NH2:27]>>[Cl:1][C:2]1[CH:3]=[N:4][CH:5]=[C:6]([Cl:20])[C:7]=1[S:8][C:9]1[S:13][C:12]([C:14]([NH:27][CH2:26][C:25]2[CH:28]=[CH:29][CH:30]=[C:23]([C:22]([F:21])([F:31])[F:32])[CH:24]=2)=[O:15])=[CH:11][C:10]=1[N+:17]([O-:19])=[O:18]. Procedure details: Prepared according to the procedure described for example 50 from 5-[(3,5-dichloro-4-pyridyl)sulfanyl]-4-nitro-thiophene-2-carbonyl chloride (120 mg, 0.33 mmol) and 3-(trifluoromethyl)benzylamine (47 mg, 0.39 mmol). The title compound was obtained as a solid (87 mg, 52% yield). 1H NMR (400 MHz, d6-DMSO) δ: 9.48 (1H, m), 8.99 (2H, s), 8.47 (1H, s), 7.64 (2H, m), 7.57 (1H, m), 4.56 (2H, m). MS m/z: 506.07, 508.07 [M+H]+. Product: ClC1=CC=C(C=N1)C1=C(N=NC(=C1C1=C(C=C(C=C1F)F)F)OC)C (4-(6-chloro-pyridin-3-yl)-6-methoxy-3-methyl-5-(2,4,6-trifluoro-phenyl)-pyridazine). The reactants are ClC=1N=NC(=C(C1C1=C(C=C(C=C1F)F)F)C=1C=NC(=CC1)Cl)C (3-chloro-5-(6-chloro-pyridin-3-yl)-6-methyl-4-(2,4,6-trifluorophenyl)-pyridazine), C[O-].[Na+] (sodium methoxide), CO (methanol). Reported procedure: A mixture of 3-chloro-5-(6-chloro-pyridin-3-yl)-6-methyl-4-(2,4,6-trifluorophenyl)-pyridazine (Compound No. I.a.11, 700 mg), sodium methoxide (30% solution in methanol, 750 mg) and 10 ml of methanol is heated for 6 h to 60° C. Subsequently the reaction mixture is cooled, diluted with water and extracted with ethyl acetate. The combined organic layer is washed with water and brine, dried over sodium sulfate and evaporated under reduced pressure. The remainder is purified by chromatography on sili... Solvent: O (water). As a reaction SMILES: Cl[C:2]1[N:3]=[N:4][C:5]([CH3:24])=[C:6]([C:17]2[CH:18]=[N:19][C:20]([Cl:23])=[CH:21][CH:22]=2)[C:7]=1[C:8]1[C:13]([F:14])=[CH:12][C:11]([F:15])=[CH:10][C:9]=1[F:16].[CH3:25][O-:26].[Na+].CO>O>[Cl:23][C:20]1[N:19]=[CH:18][C:17]([C:6]2[C:7]([C:8]3[C:13]([F:14])=[CH:12][C:11]([F:15])=[CH:10][C:9]=3[F:16])=[C:2]([O:26][CH3:25])[N:3]=[N:4][C:5]=2[CH3:24])=[CH:22][CH:21]=1 |f:1.2|. Procedure: Diethyl azodicarboxylate (1.37 g, 7.9 mmol) in tetrahydrofuran (3 ml) was added to a stirred mixture of (S)-2-acetoxy-4-hydroxybutanoic acid ethyl ester (1.0 g, 5.3 mmol), phenol (0.74 g, 7.9 mmol) and triphenylphosphine (2.07 g, 7.9 mmol) in tetrahydrofuran (16 ml). After 4 days the solvent was evaporated and the residue purified by chromatography on silica with ethyl acetate/petroleum ether (60°-80°) mixtures as eluant, to give the sub-title compound (1.4 g). The reactants are N(=NC(=O)OCC)C(=O)OCC (Diethyl azodicarboxylate), C(C)OC([C@H](CCO)OC(C)=O)=O ((S)-2-acetoxy-4-hydroxybutanoic acid ethyl ester), C1(=CC=CC=C1)O (phenol), C1(=CC=CC=C1)P(C1=CC=CC=C1)C1=CC=CC=C1 (triphenylphosphine). Yields the product C(C)OC([C@H](CCOC1=CC=CC=C1)OC(C)=O)=O ((S)-2-Acetoxy-4-phenoxybutanoic acid ethyl ester). Yield: 99.2%. The solvent is O1CCCC1 (tetrahydrofuran), O1CCCC1 (tetrahydrofuran). Reaction SMILES: N(C(OCC)=O)=NC(OCC)=O.[CH2:13]([O:15][C:16](=[O:25])[C@@H:17]([O:21][C:22](=[O:24])[CH3:23])[CH2:18][CH2:19][OH:20])[CH3:14].[C:26]1(O)[CH:31]=[CH:30][CH:29]=[CH:28][CH:27]=1.C1(P(C2C=CC=CC=2)C2C=CC=CC=2)C=CC=CC=1>O1CCCC1>[CH2:13]([O:15][C:16](=[O:25])[C@@H:17]([O:21][C:22](=[O:24])[CH3:23])[CH2:18][CH2:19][O:20][C:26]1[CH:31]=[CH:30][CH:29]=[CH:28][CH:27]=1)[CH3:14]. Starting materials: C1(CC1)COC1=C(C=C(C=C1)S(=O)(=O)C)C=1C=C(C(NC1)=O)C (5-[2-(cyclopropylmethoxy)-5-methylsulfonylphenyl]-3-methyl-1H-pyridin-2-one), CS(=O)(=O)OCC=1N=COC1 (1,3-oxazol-4-ylmethyl methanesulfonate), CS(=O)(=O)OCC1COC1 (oxetan-3-ylmethyl methanesulfonate). The product is C1(CC1)COC1=C(C=C(C=C1)S(=O)(=O)C)C=1C=C(C(N(C1)CC=1N=COC1)=O)C (5-[2-(cyclopropylmethoxy)-5-methylsulfonylphenyl]-3-methyl-1-(1,3-oxazol-4-ylmethyl)pyridin-2-one). As a reaction SMILES: [CH:1]1([CH2:4][O:5][C:6]2[CH:11]=[CH:10][C:9]([S:12]([CH3:15])(=[O:14])=[O:13])=[CH:8][C:7]=2[C:16]2[CH:17]=[C:18]([CH3:23])[C:19](=[O:22])[NH:20][CH:21]=2)[CH2:3][CH2:2]1.CS(O[CH2:29][C:30]1[N:31]=[CH:32][O:33][CH:34]=1)(=O)=O.CS(OCC1COC1)(=O)=O>>[CH:1]1([CH2:4][O:5][C:6]2[CH:11]=[CH:10][C:9]([S:12]([CH3:15])(=[O:14])=[O:13])=[CH:8][C:7]=2[C:16]2[CH:17]=[C:18]([CH3:23])[C:19](=[O:22])[N:20]([CH2:29][C:30]3[N:31]=[CH:32][O:33][CH:34]=3)[CH:21]=2)[CH2:3][CH2:2]1. Procedure details: The title compound from Example 242, step 1 was reacted in a manner similar to Example 245 except that 1,3-oxazol-4-ylmethyl methanesulfonate was substituted for oxetan-3-ylmethyl methanesulfonate to give the title compound. 1H NMR (CDCl3, 400 MHz) δ 7.82 (s, 5H), 7.52 (s, 1H), 7.01 (d, J=9.2 Hz, 1H), 5.11 (s, 2H), 3.94 (d, J=6.8 Hz, 1H), 3.06 (s, 3H), 2.21 (s, 3H), 1.27-1.24 (m, 1H), 0.68-0.65 (m, 2H), 0.37-0.36 (m, 2H). LCMS: 415.1 (M+1)+ Starting materials: Cc2ccc(B1OCC(C)(C)CO1)cc2 (effective_coupling_partner), CCN(CC)C(=O)Oc1ccccc1 (substrate). Reagents/catalysts: I(2-Ad). Reaction conditions: temperature 150 celsius, time 20 hour. Yields the product Cc2ccc(c1ccccc1)cc2.